From a dataset of the Open Reaction Database (ORD), a public repository of structured organic reaction records. describe an organic reaction: reactants, conditions, products, and yield The product is COC1=C(C(=CC=C1)OC)C1CCCC(N1CC1=CC=C(C=C1)S(=O)(=O)C)=O (6-(2,6-dimethoxyphenyl)-1-(4-(methylsulfonyl)benzyl)piperidin-2-one). Procedure: Prepared according to the described general procedure 6 (GP6) with commercially available (4-(methylsulfonyl)phenyl)methanamine and commercially available 2,6-dimethoxybenzaldehyde. Subsequent purification by preparative HPLC the target compound. LC-MS (conditions E): tR=0.65 min.; [M+H]+: 404.07 g/mol. The reactants are CS(=O)(=O)C1=CC=C(C=C1)CN ((4-(methylsulfonyl)phenyl)methanamine), COC1=C(C=O)C(=CC=C1)OC (2,6-dimethoxybenzaldehyde). Reaction SMILES: [CH3:1][S:2]([C:5]1[CH:10]=[CH:9][C:8]([CH2:11][NH2:12])=[CH:7][CH:6]=1)(=[O:4])=[O:3].[CH3:13][O:14][C:15]1[CH:22]=[CH:21][CH:20]=[C:19]([O:23][CH3:24])[C:16]=1[CH:17]=O>>[CH3:13][O:14][C:15]1[CH:22]=[CH:21][CH:20]=[C:19]([O:23][CH3:24])[C:16]=1[CH:17]1[N:12]([CH2:11][C:8]2[CH:9]=[CH:10][C:5]([S:2]([CH3:1])(=[O:3])=[O:4])=[CH:6][CH:7]=2)[C:15](=[O:14])[CH2:16][CH2:19][CH2:20]1. Reactants: ClCCl, CS(=O)(=O)Cl, CC1CC(NCc2ccc(Cl)c(S(=O)(=O)N=CN(C)C)c2)CC(C)(C)C1, c1ccncc1. Product: CC1CC(N(Cc2ccc(Cl)c(S(=O)(=O)N=CN(C)C)c2)S(C)(=O)=O)CC(C)(C)C1. As a reaction SMILES: [CH2:38]([Cl:39])[Cl:40].[CH3:27][S:28]([Cl:29])(=[O:30])=[O:31].[Cl:1][c:2]1[cH:3][cH:4][c:5]([CH2:16][NH:17][CH:18]2[CH2:19][C:20]([CH3:25])([CH3:26])[CH2:21][CH:22]([CH3:24])[CH2:23]2)[cH:6][c:7]1[S:8](=[O:9])(=[O:10])[N:11]=[CH:12][N:13]([CH3:14])[CH3:15].[cH:32]1[cH:33][cH:34][n:35][cH:36][cH:37]1>>[Cl:1][c:2]1[cH:3][cH:4][c:5]([CH2:16][N:17]([CH:18]2[CH2:19][C:20]([CH3:25])([CH3:26])[CH2:21][CH:22]([CH3:24])[CH2:23]2)[S:28]([CH3:27])(=[O:30])=[O:31])[cH:6][c:7]1[S:8](=[O:9])(=[O:10])[N:11]=[CH:12][N:13]([CH3:14])[CH3:15]. Starting materials: CCO, CN(C)C1CCN(Cc2cc([N+](=O)[O-])ccc2Cl)C1, Cl[Sn]Cl. Product: CN(C)C1CCN(Cc2cc(N)ccc2Cl)C1. RXN SMILES: [CH3:23][CH2:24][OH:25].[Cl:1][c:2]1[c:3]([CH2:4][N:5]2[CH2:6][CH:7]([N:10]([CH3:11])[CH3:12])[CH2:8][CH2:9]2)[cH:13][c:14]([N+:17]([O-:18])=[O:19])[cH:15][cH:16]1.[Sn:20]([Cl:21])[Cl:22]>>[Cl:1][c:2]1[c:3]([CH2:4][N:5]2[CH2:6][CH:7]([N:10]([CH3:11])[CH3:12])[CH2:8][CH2:9]2)[cH:13][c:14]([NH2:17])[cH:15][cH:16]1. The reactants are O=C([O-])[O-], CCOC(=O)CCCBr, CN(C)C=O, [K+], [K+], COc1ccc2c(c1)nc(S)n2Cc1csc2ccccc12. The product is CCOC(=O)CCCSc1nc2cc(OC)ccc2n1Cc1csc2ccccc12. As a reaction SMILES: [C:23](=[O:24])([O-:25])[O-:26].[CH2:29]([CH3:30])[O:31][C:32]([CH2:33][CH2:34][CH2:35][Br:36])=[O:37].[CH3:38][N:39]([CH3:40])[CH:41]=[O:42].[K+:27].[K+:28].[s:1]1[cH:2][c:3]([CH2:10][n:11]2[c:12]([SH:22])[n:13][c:14]3[c:15]2[cH:16][cH:17][c:18]([O:20][CH3:21])[cH:19]3)[c:4]2[c:5]1[cH:6][cH:7][cH:8][cH:9]2>>[s:1]1[cH:2][c:3]([CH2:10][n:11]2[c:12]([S:22][CH2:35][CH2:34][CH2:33][C:32]([O:31][CH2:29][CH3:30])=[O:37])[n:13][c:14]3[c:15]2[cH:16][cH:17][c:18]([O:20][CH3:21])[cH:19]3)[c:4]2[c:5]1[cH:6][cH:7][cH:8][cH:9]2. Reaction conditions: time 3 hour. Procedure: A mixture of 550 mg (1.54 mmol) of (2R*,4S*)-2-(4-chlorobenzyl)-1-(3,5-dimethyl-benzoyl)-4-piperidinamine and 242 mg(1.54 mmol) of 4-quinolinecarboxaldehyde are dissolved in 30 ml of toluene and evaporated to dryness under reduced pressure. This is repeated twice more. The residue is taken up in 10 ml of ethanol, 70 mg (1.85 mmol) of sodium boranate are added and the mixture is stirred at 25° for 3 hours. It is acidified with 1N hydrochloric acid and left to stir for 1 hour. The reaction mixture... The yield is 41.7%. Product: ClC1=CC=C(C[C@H]2N(CC[C@@H](C2)NCC2=CC=NC3=CC=CC=C23)C(C2=CC(=CC(=C2)C)C)=O)C=C1 ((2R*,4S*)-2-(4-Chlorobenzyl)-1-(3,5-dimethylbenzoyl)-N-(4-quinolinylmethyl)-4-piperidinamine). As a reaction SMILES: [Cl:1][C:2]1[CH:25]=[CH:24][C:5]([CH2:6][C@@H:7]2[CH2:12][C@@H:11]([NH2:13])[CH2:10][CH2:9][N:8]2[C:14](=[O:23])[C:15]2[CH:20]=[C:19]([CH3:21])[CH:18]=[C:17]([CH3:22])[CH:16]=2)=[CH:4][CH:3]=1.[N:26]1[C:35]2[C:30](=[CH:31][CH:32]=[CH:33][CH:34]=2)[C:29]([CH:36]=O)=[CH:28][CH:27]=1.B([O-])=O.[Na+].Cl.C(=O)([O-])[O-].[Na+].[Na+]>C1(C)C=CC=CC=1>[Cl:1][C:2]1[CH:3]=[CH:4][C:5]([CH2:6][C@@H:7]2[CH2:12][C@@H:11]([NH:13][CH2:36][C:29]3[C:30]4[C:35](=[CH:34][CH:33]=[CH:32][CH:31]=4)[N:26]=[CH:27][CH:28]=3)[CH2:10][CH2:9][N:8]2[C:14](=[O:23])[C:15]2[CH:20]=[C:19]([CH3:21])[CH:18]=[C:17]([CH3:22])[CH:16]=2)=[CH:24][CH:25]=1 |f:2.3,5.6.7|. Solvent: C1(=CC=CC=C1)C (toluene). Starting materials: Cl (hydrochloric acid), ClC1=CC=C(C[C@H]2N(CC[C@@H](C2)N)C(C2=CC(=CC(=C2)C)C)=O)C=C1 ((2R*,4S*)-2-(4-chlorobenzyl)-1-(3,5-dimethyl-benzoyl)-4-piperidinamine), N1=CC=C(C2=CC=CC=C12)C=O (4-quinolinecarboxaldehyde), C([O-])([O-])=O.[Na+].[Na+] (sodium carbonate), B(=O)[O-].[Na+] (sodium boranate).